Dataset: the Open Reaction Database (ORD), a public repository of structured organic reaction records. Task: describe an organic reaction: reactants, conditions, products, and yield The reactants are N(=NC(=O)OC(C)C)C(=O)OC(C)C (Diisopropyl azodicarboxylate), C(C)OC(=O)C=1N(C2=CC=C(C=C2C1)O)S(=O)(=O)C1=CC=C(C=C1)C (5-hydroxy-1-(toluene-4-sulfonyl)-1H-indole-2-carboxylic acid ethyl ester), C1(=CC=CC=C1)P(C1=CC=CC=C1)C1=CC=CC=C1 (triphenylphosphine), CC(C)O (2-propanol). The solvent is O1CCCC1 (tetrahydrofuran). Conditions: time 1 hour. The product is C(C)OC(=O)C=1N(C2=CC=C(C=C2C1)OC(C)C)S(=O)(=O)C1=CC=C(C=C1)C (5-isopropoxy-1-(toluene-4-sulfonyl)-1H-indole-2-carboxylic acid ethyl ester), material. Yield: 87.0%. RXN SMILES: N(C(OC(C)C)=O)=NC(O[CH:6]([CH3:8])[CH3:7])=O.[CH2:15]([O:17][C:18]([C:20]1[N:21]([S:30]([C:33]2[CH:38]=[CH:37][C:36]([CH3:39])=[CH:35][CH:34]=2)(=[O:32])=[O:31])[C:22]2[C:27]([CH:28]=1)=[CH:26][C:25]([OH:29])=[CH:24][CH:23]=2)=[O:19])[CH3:16].C1(P(C2C=CC=CC=2)C2C=CC=CC=2)C=CC=CC=1.CC(O)C>O1CCCC1>[CH2:15]([O:17][C:18]([C:20]1[N:21]([S:30]([C:33]2[CH:34]=[CH:35][C:36]([CH3:39])=[CH:37][CH:38]=2)(=[O:32])=[O:31])[C:22]2[C:27]([CH:28]=1)=[CH:26][C:25]([O:29][CH:6]([CH3:8])[CH3:7])=[CH:24][CH:23]=2)=[O:19])[CH3:16]. Procedure details: Diisopropyl azodicarboxylate (0.15 ml, 0.75 mmol) was added to an anhydrous tetrahydrofuran (THF) solution (2.5 ml) of 5-hydroxy-1-(toluene-4-sulfonyl)-1H-indole-2-carboxylic acid ethyl ester (175 mg, 0.48 mmol), triphenylphosphine (197 mg, 0.75 mmol), and 2-propanol (0.2 ml, 4.0 mmol), and stirred at room temperature for one hour. The reaction mixture was concentrated under reduced pressure. The resulting residue was purified by silica gel column chromatography to give 5-isopropoxy-1-(toluene-4... Starting materials: CC(C)C[Al+]CC(C)C, Cc1nn(-c2ccccn2)cc1COc1ccc(COc2ncccc2C#N)cc1, Cc1ccccc1, CCOC(C)=O, CCCCCC, [Cl-], [H-], [NH4+]. Product: Cc1nn(-c2ccccn2)cc1COc1ccc(COc2ncccc2C=O)cc1. Reaction SMILES: [CH2:39]([Al+:40][CH2:41][CH:42]([CH3:43])[CH3:44])[CH:45]([CH3:46])[CH3:47].[CH3:1][c:2]1[n:3][n:4](-[c:25]2[n:26][cH:27][cH:28][cH:29][cH:30]2)[cH:5][c:6]1[CH2:7][O:8][c:9]1[cH:10][cH:11][c:12]([CH2:13][O:14][c:15]2[c:16]([C:17]#[N:18])[cH:19][cH:20][cH:21][n:22]2)[cH:23][cH:24]1.[CH3:31][c:32]1[cH:33][cH:34][cH:35][cH:36][cH:37]1.[CH3:50][CH2:51][O:52][C:53](=[O:54])[CH3:55].[CH3:56][CH2:57][CH2:58][CH2:59][CH2:60][CH3:61].[Cl-:48].[H-:38].[NH4+:49]>>[CH3:1][c:2]1[n:3][n:4](-[c:25]2[n:26][cH:27][cH:28][cH:29][cH:30]2)[cH:5][c:6]1[CH2:7][O:8][c:9]1[cH:10][cH:11][c:12]([CH2:13][O:14][c:15]2[c:16]([CH:17]=[O:52])[cH:19][cH:20][cH:21][n:22]2)[cH:23][cH:24]1.